From a dataset of the Open Reaction Database (ORD), a public repository of structured organic reaction records. describe an organic reaction: reactants, conditions, products, and yield The reactants are BrCCCCBr (1,4-dibromobutane), C1(CCCC1)O (cyclopentanol), [H-].[Na+] (NaH). Run in C1(=CC=CC=C1)C (toluene), hexanes, C1(=CC=CC=C1)C (toluene). Conditions: temperature 0 celsius, time 30 minute. Product: BrCCCCOC1CCCC1 ((4-bromobutoxy)cyclopentane). RXN SMILES: [H-].[Na+].[CH:3]1([OH:8])[CH2:7][CH2:6][CH2:5][CH2:4]1.[Br:9][CH2:10][CH2:11][CH2:12][CH2:13]Br>C1(C)C=CC=CC=1>[Br:9][CH2:10][CH2:11][CH2:12][CH2:13][O:8][CH:3]1[CH2:7][CH2:6][CH2:5][CH2:4]1 |f:0.1|. Procedure: NaH (560 mg, 13.93 mmol, 60% disp. in mineral oil) was washed with hexanes (3×20 mL) in a pressure tube and toluene (6 mL,) was added. The solution was cooled to 0° C. and cyclopentanol (1 g, 11.61 mmol) in toluene (6 mL) was added over 20 min. After stirring at 0° C. for 30 min., 1,4-dibromobutane (1.39 mL, 11.61 mmol) and KI (250 mg) were added. The solution was heated to 100° C. for 14 hours. Upon cooling, the reaction was quenched with NaCl (sat. aq.) and the product extracted with EtOAc. Th... RXN SMILES: [Cl:1][C:2]1[CH:3]=[C:4]([C:15]2[CH:20]=[C:19]([Cl:21])[CH:18]=[CH:17][C:16]=2[O:22]C)[CH:5]=[CH:6][C:7]=1[C:8]([N:10]1[CH2:14][CH2:13][CH2:12][CH2:11]1)=[O:9].B(Br)(Br)Br>C(Cl)Cl>[Cl:1][C:2]1[CH:3]=[C:4]([C:15]2[CH:20]=[C:19]([Cl:21])[CH:18]=[CH:17][C:16]=2[OH:22])[CH:5]=[CH:6][C:7]=1[C:8]([N:10]1[CH2:11][CH2:12][CH2:13][CH2:14]1)=[O:9]. Reaction conditions: time 1 hour. Procedure details: The product from step b) (0.6 g) was dissolved in DCM (20 ml) and treated with boron tribromide (7 ml) and stirred for 1 h. Ice was added and a solid formed, which was filtered to give the sub-title compound. Yield 0.46 g. Run in C(Cl)Cl (DCM). The product is ClC=1C=C(C=CC1C(=O)N1CCCC1)C1=C(C=CC(=C1)Cl)O (1-[(3,5′-dichloro-2′-hydroxy[1,1′-biphenyl]-4-yl)carbonyl]-pyrrolidine). Starting materials: ClC=1C=C(C=CC1C(=O)N1CCCC1)C1=C(C=CC(=C1)Cl)OC (1-[(3,5′-dichloro-2′-methoxy[1,1′-biphenyl]-4-yl)carbonyl]-pyrrolidine), B(Br)(Br)Br (boron tribromide). The reactants are CN1CCNCC1 (N-methylpiperazine), FC1=CC=C2C(=N1)NN=C2C#N (6-Fluoro-1H-pyrazolo[3,4-b]pyridine-3-carbonitrile), O (H2O). Solvent: CN1C(CCC1)=O (N-methylpyrrolidone). Yields the product CN1CCN(CC1)C1=CC=C2C(=N1)NN=C2C#N (6-(4-Methyl-1-piperazinyl)-1H-pyrazolo[3,4-b]pyridine-3-carbonitrile). RXN SMILES: F[C:2]1[N:7]=[C:6]2[NH:8][N:9]=[C:10]([C:11]#[N:12])[C:5]2=[CH:4][CH:3]=1.[CH3:13][N:14]1[CH2:19][CH2:18][NH:17][CH2:16][CH2:15]1.O>CN1CCCC1=O>[CH3:13][N:14]1[CH2:19][CH2:18][N:17]([C:2]2[N:7]=[C:6]3[NH:8][N:9]=[C:10]([C:11]#[N:12])[C:5]3=[CH:4][CH:3]=2)[CH2:16][CH2:15]1. Reported procedure: 6-Fluoro-1H-pyrazolo[3,4-b]pyridine-3-carbonitrile (1.62 g, 10.0 mmole) was dissolved in 20 mL of N-methylpyrrolidone. N-methylpiperazine (3.0 g, 30.0 mmole) was added and the reaction mixture was warmed for 2 hours at 80°. It was poured into H2O and then the product was filtered off and recrystallized from MeOH-H2H2O to give 1.41 g (58%) of analytically pure product, mp 255°(dec). Starting materials: C(C)OC(=O)C1(CCN(CC1)S(=O)(=O)C1=CC=CC=C1)CCOC (1-benzenesulfonyl-4-(2-methoxy-ethyl)-piperidine-4-carboxylic acid ethyl ester), [Cl-].C[Al+]C (dimethylaluminium chloride), NC=1C=NC=CC1 (3-amino-pyridine). Solvent: CCCCCCC (heptane). Product: C1(=CC=CC=C1)S(=O)(=O)N1CCC2(CCN(C2=O)C=2C=NC=CC2)CC1 (8-benzenesulfonyl-2-pyridin-3-yl-2,8-diaza-spiro[4.5]decan-1-one). Isolated yield 26.3%. As a reaction SMILES: C([O:3][C:4]([C:6]1([CH2:21][CH2:22]OC)[CH2:11][CH2:10][N:9]([S:12]([C:15]2[CH:20]=[CH:19][CH:18]=[CH:17][CH:16]=2)(=[O:14])=[O:13])[CH2:8][CH2:7]1)=O)C.[Cl-].C[Al+]C.[NH2:29][C:30]1[CH:31]=[N:32][CH:33]=[CH:34][CH:35]=1>CCCCCCC>[C:15]1([S:12]([N:9]2[CH2:10][CH2:11][C:6]3([C:4](=[O:3])[N:29]([C:30]4[CH:31]=[N:32][CH:33]=[CH:34][CH:35]=4)[CH2:22][CH2:21]3)[CH2:7][CH2:8]2)(=[O:13])=[O:14])[CH:20]=[CH:19][CH:18]=[CH:17][CH:16]=1 |f:1.2|. Reported procedure: This material was prepared in analogy to example 1 step D) from 1-benzenesulfonyl-4-(2-methoxy-ethyl)-piperidine-4-carboxylic acid ethyl ester (0.2 g), dimethylaluminium chloride in heptane (0.9 molar, 1.88 ml) and 3-amino-pyridine (0.069 g) to give the desired 8-benzenesulfonyl-2-pyridin-3-yl-2,8-diaza-spiro[4.5]decan-1-one (0.055 g) as a white solid. MS (ESI): 372.13 (MH+). Reactants: Cl, [K+], Cc1c(N2CC(NC(=O)OC(C)(C)C)C3(CC3)C2)c(F)c(N)c2c(=O)c(C(=O)O)cn(C3CC3)c12, [OH-], O. The product is Cc1c(N2CC(N)C3(CC3)C2)c(F)c(N)c2c(=O)c(C(=O)O)cn(C3CC3)c12. RXN SMILES: [ClH:36].[K+:38].[NH2:1][c:2]1[c:3]2[c:4](=[O:35])[c:5]([C:32](=[O:33])[OH:34])[cH:6][n:7]([CH:29]3[CH2:30][CH2:31]3)[c:8]2[c:9]([CH3:28])[c:10]([N:13]2[CH2:14][C:15]3([CH2:16][CH2:17]3)[CH:18]([NH:20][C:21]([O:22][C:23]([CH3:24])([CH3:25])[CH3:26])=[O:27])[CH2:19]2)[c:11]1[F:12].[OH-:37].[OH2:39]>>[NH2:1][c:2]1[c:3]2[c:4](=[O:35])[c:5]([C:32](=[O:33])[OH:34])[cH:6][n:7]([CH:29]3[CH2:30][CH2:31]3)[c:8]2[c:9]([CH3:28])[c:10]([N:13]2[CH2:14][C:15]3([CH2:16][CH2:17]3)[CH:18]([NH2:20])[CH2:19]2)[c:11]1[F:12]. Reactants: ClC=1C(=C(C=CC1)[C@H]1[C@@H](N[C@H]([C@]1(C#N)C1=C(C=C(C=C1)Cl)F)CC(C)(C)C)C(=O)NC1=C(C=C(C(=O)O)C=C1)OC)F (4-((2R,3S,4R,5S)-3-(3-chloro-2-fluorophenyl)-4-(4-chloro-2-fluorophenyl)-4-cyano-5-neopentylpyrrolidine-2-carboxamido)-3-methoxybenzoic acid), CN1CCC(CC1)CO ((1-methylpiperidin-4-yl)methanol). Yields the product CN1CCC(CC1)COC(C1=CC(=C(C=C1)NC(=O)[C@@H]1N[C@H]([C@]([C@H]1C1=C(C(=CC=C1)Cl)F)(C#N)C1=C(C=C(C=C1)Cl)F)CC(C)(C)C)OC)=O (4-{[(2R,3S,4R,5S)-4-(4-chloro-2-fluoro-phenyl)-3-(3-chloro-2-fluoro-phenyl)-4-cyano-5-(2,2-dimethyl-propyl)-pyrrolidine-2-carbonyl]-amino}-3-methoxy-benzoic acid 1-methyl-piperidin-4-ylmethyl ester). Reported procedure: In a manner similar to the method described in Example 14, 4-((2R,3S,4R,5S)-3-(3-chloro-2-fluorophenyl)-4-(4-chloro-2-fluorophenyl)-4-cyano-5-neopentylpyrrolidine-2-carboxamido)-3-methoxybenzoic acid (prepared as described in US20100152190A1) was reacted with (1-methylpiperidin-4-yl)methanol to give 4-{[(2R,3S,4R,5S)-4-(4-chloro-2-fluoro-phenyl)-3-(3-chloro-2-fluoro-phenyl)-4-cyano-5-(2,2-dimethyl-propyl)-pyrrolidine-2-carbonyl]-amino}-3-methoxy-benzoic acid 1-methyl-piperidin-4-ylmethyl ester. ... Reaction SMILES: [Cl:1][C:2]1[C:3]([F:42])=[C:4]([C@@H:8]2[C@:12]([C:15]3[CH:20]=[CH:19][C:18]([Cl:21])=[CH:17][C:16]=3[F:22])([C:13]#[N:14])[C@H:11]([CH2:23][C:24]([CH3:27])([CH3:26])[CH3:25])[NH:10][C@H:9]2[C:28]([NH:30][C:31]2[CH:39]=[CH:38][C:34]([C:35]([OH:37])=[O:36])=[CH:33][C:32]=2[O:40][CH3:41])=[O:29])[CH:5]=[CH:6][CH:7]=1.[CH3:43][N:44]1[CH2:49][CH2:48][CH:47]([CH2:50]O)[CH2:46][CH2:45]1>>[CH3:43][N:44]1[CH2:49][CH2:48][CH:47]([CH2:50][O:36][C:35](=[O:37])[C:34]2[CH:38]=[CH:39][C:31]([NH:30][C:28]([C@H:9]3[C@H:8]([C:4]4[CH:5]=[CH:6][CH:7]=[C:2]([Cl:1])[C:3]=4[F:42])[C@:12]([C:15]4[CH:20]=[CH:19][C:18]([Cl:21])=[CH:17][C:16]=4[F:22])([C:13]#[N:14])[C@H:11]([CH2:23][C:24]([CH3:26])([CH3:27])[CH3:25])[NH:10]3)=[O:29])=[C:32]([O:40][CH3:41])[CH:33]=2)[CH2:46][CH2:45]1. Reported procedure: 4.7 g of 2-bromo-4'-chloro-3'-sulfamoylacetophenone and 2.19 g of 1-methyl-3-(2-methoxypropyl)-thiourea were reacted as prescribed in Example 23 and the crystalline end product was filtered off. Colorless solid crystals: melting point: 167° C (decomposition). Reaction SMILES: [Br:1][CH2:2][C:3]([C:5]1[CH:10]=[CH:9][C:8]([Cl:11])=[C:7]([S:12](=[O:15])(=[O:14])[NH2:13])[CH:6]=1)=[O:4].[CH3:16][NH:17][C:18]([NH:20][CH2:21][CH:22]([O:24][CH3:25])[CH3:23])=[S:19]>>[BrH:1].[Cl:11][C:8]1[CH:9]=[CH:10][C:5]([C:3]2([OH:4])[CH2:2][S:19][C:18](=[N:20][CH2:21][CH:22]([O:24][CH3:25])[CH3:23])[N:17]2[CH3:16])=[CH:6][C:7]=1[S:12](=[O:15])(=[O:14])[NH2:13] |f:2.3|. The product is Br.ClC1=C(C=C(C=C1)C1(N(C(SC1)=NCC(C)OC)C)O)S(N)(=O)=O (4-(4-Chloro-3-sulfamoylphenyl)-3-methyl-2-(2-methoxypropylimino)-1,3-thiazolidine-4-ol-hydrobromide). Reactants: BrCC(=O)C1=CC(=C(C=C1)Cl)S(N)(=O)=O (2-bromo-4'-chloro-3'-sulfamoylacetophenone), CNC(=S)NCC(C)OC (1-methyl-3-(2-methoxypropyl)-thiourea). Starting materials: C=CCO, CN(C)C=O, CCOC(C)=O, B1C2CCCC1CCC2, [Cl-], CC(C)(C)c1nc(-c2cccc(NS(=O)(=O)c3c(F)cccc3F)c2F)c(-c2ccnc(Cl)n2)s1, [K+], [K+], [NH4+], O=C([O-])[O-], C1CCOC1. The product is CC(C)(C)c1nc(-c2cccc(NS(=O)(=O)c3c(F)cccc3F)c2F)c(-c2ccnc(CCCO)n2)s1. As a reaction SMILES: [CH2:1]([CH:2]=[CH2:3])[OH:4].[CH3:60][N:61]([CH3:62])[CH:63]=[O:64].[CH3:65][CH2:66][O:67][C:68]([CH3:69])=[O:70].[CH:5]12[CH2:6][CH2:7][CH2:8][CH:9]([BH:10]1)[CH2:11][CH2:12][CH2:13]2.[Cl-:71].[Cl:14][c:15]1[n:16][cH:17][cH:18][c:19](-[c:21]2[c:22](-[c:30]3[c:31]([F:48])[c:32]([NH:36][S:37](=[O:38])(=[O:39])[c:40]4[c:41]([F:47])[cH:42][cH:43][cH:44][c:45]4[F:46])[cH:33][cH:34][cH:35]3)[n:23][c:24]([C:26]([CH3:27])([CH3:28])[CH3:29])[s:25]2)[n:20]1.[K+:49].[K+:50].[NH4+:72].[O-:51][C:52]([O-:53])=[O:54].[O:55]1[CH2:56][CH2:57][CH2:58][CH2:59]1>>[CH2:1]([CH2:2][CH2:3][c:15]1[n:16][cH:17][cH:18][c:19](-[c:21]2[c:22](-[c:30]3[c:31]([F:48])[c:32]([NH:36][S:37](=[O:38])(=[O:39])[c:40]4[c:41]([F:47])[cH:42][cH:43][cH:44][c:45]4[F:46])[cH:33][cH:34][cH:35]3)[n:23][c:24]([C:26]([CH3:27])([CH3:28])[CH3:29])[s:25]2)[n:20]1)[OH:4]. Starting materials: CC(C)=O, NNc1cc2c(nn1)CCN(C(=O)c1ccc(Cl)cc1Cl)C2. The product is CC(C)=NNc1cc2c(nn1)CCN(C(=O)c1ccc(Cl)cc1Cl)C2. As a reaction SMILES: [CH3:23][C:24]([CH3:25])=[O:26].[Cl:1][c:2]1[c:3]([C:4](=[O:5])[N:6]2[CH2:7][c:8]3[c:9]([n:10][n:11][c:12]([NH:14][NH2:15])[cH:13]3)[CH2:16][CH2:17]2)[cH:18][cH:19][c:20]([Cl:22])[cH:21]1>>[Cl:1][c:2]1[c:3]([C:4](=[O:5])[N:6]2[CH2:7][c:8]3[c:9]([n:10][n:11][c:12]([NH:14][N:15]=[C:24]([CH3:23])[CH3:25])[cH:13]3)[CH2:16][CH2:17]2)[cH:18][cH:19][c:20]([Cl:22])[cH:21]1. The reactants are CC(=O)O[BH-](OC(C)=O)OC(C)=O, C=O, CC#N, Cc1cc(F)ccc1-c1cc(N2CCN3CCNCC3C2)ncc1N(C)C(=O)C(C)(C)c1cc(C(F)(F)F)cc(C(F)(F)F)c1, [Na+]. Product: Cc1cc(F)ccc1-c1cc(N2CCN3CCN(C)CC3C2)ncc1N(C)C(=O)C(C)(C)c1cc(C(F)(F)F)cc(C(F)(F)F)c1. RXN SMILES: [C:48]([O:49][BH-:50]([O:51][C:52](=[O:53])[CH3:54])[O:55][C:56](=[O:57])[CH3:58])(=[O:59])[CH3:60].[CH2:46]=[O:47].[CH3:62][C:63]#[N:64].[F:1][C:2]([c:3]1[cH:4][c:5]([C:13]([C:14](=[O:15])[N:16]([CH3:17])[c:18]2[cH:19][n:20][c:21]([N:32]3[CH2:33][CH:34]4[N:35]([CH2:36][CH2:37]3)[CH2:38][CH2:39][NH:40][CH2:41]4)[cH:22][c:23]2-[c:24]2[c:25]([CH3:31])[cH:26][c:27]([F:30])[cH:28][cH:29]2)([CH3:42])[CH3:43])[cH:6][c:7]([C:9]([F:10])([F:11])[F:12])[cH:8]1)([F:44])[F:45].[Na+:61]>>[F:1][C:2]([c:3]1[cH:4][c:5]([C:13]([C:14](=[O:15])[N:16]([CH3:17])[c:18]2[cH:19][n:20][c:21]([N:32]3[CH2:33][CH:34]4[N:35]([CH2:36][CH2:37]3)[CH2:38][CH2:39][N:40]([CH3:48])[CH2:41]4)[cH:22][c:23]2-[c:24]2[c:25]([CH3:31])[cH:26][c:27]([F:30])[cH:28][cH:29]2)([CH3:42])[CH3:43])[cH:6][c:7]([C:9]([F:10])([F:11])[F:12])[cH:8]1)([F:44])[F:45].